This data is from the Open Reaction Database (ORD), a public repository of structured organic reaction records. The task is: describe an organic reaction: reactants, conditions, products, and yield Starting materials: CCC(C(=O)[O-])C1CCCc2c1[nH]c1c(S(C)(=O)=O)cc(F)cc21, CCC(C(=O)[O-])C1CCCc2c1n(C(C)c1ccc(Cl)cc1)c1c(S(C)(=O)=O)cc(F)cc21, CCC(C(=O)[O-])C1CCCc2c1n(C(C)c1ccc(Cl)cc1)c1c(S(C)(=O)=O)cc(F)cc21. Yields the product CC(c1ccc(Cl)cc1)n1c2c(c3cc(F)cc(S(C)(=O)=O)c31)CCCC2CC(=O)O. Reaction SMILES: [CH2:1]([CH:2]([CH:3]1[c:4]2[nH:5][c:6]3[c:7]([cH:8][c:9]([F:10])[cH:11][c:12]3[S:13]([CH3:14])(=[O:15])=[O:16])[c:17]2[CH2:18][CH2:19][CH2:20]1)[C:21]([O-:22])=[O:23])[CH3:24].[CH2:25]([CH3:26])[CH:27]([C:28](=[O:29])[O-:30])[CH:31]1[CH2:32][CH2:33][CH2:34][c:35]2[c:36]3[cH:37][c:38]([F:57])[cH:39][c:40]([S:53](=[O:54])(=[O:55])[CH3:56])[c:41]3[n:42]([CH:44]([CH3:45])[c:46]3[cH:47][cH:48][c:49]([Cl:52])[cH:50][cH:51]3)[c:43]21.[CH2:58]([CH:59]([CH:60]1[c:61]2[n:62]([CH:63]([c:64]3[cH:65][cH:66][c:67]([Cl:68])[cH:69][cH:70]3)[CH3:71])[c:72]3[c:73]([cH:74][c:75]([F:76])[cH:77][c:78]3[S:79]([CH3:80])(=[O:81])=[O:82])[c:83]2[CH2:84][CH2:85][CH2:86]1)[C:87]([O-:88])=[O:89])[CH3:90]>>[CH2:27]([C:28](=[O:29])[OH:30])[CH:31]1[CH2:32][CH2:33][CH2:34][c:35]2[c:36]3[cH:37][c:38]([F:57])[cH:39][c:40]([S:53](=[O:54])(=[O:55])[CH3:56])[c:41]3[n:42]([CH:44]([CH3:45])[c:46]3[cH:47][cH:48][c:49]([Cl:52])[cH:50][cH:51]3)[c:43]21. Reactants: OCCNCCN (N-hydroxyethylethylenediamine), C(=O)CCC(=O)OC (methyl 3-formylpropionate), C(CCCCCCCCCCCCCCCCCCCCC)(=O)O (behenic acid). Product: C(CCCCCCCCCCCCCCCCCCCCC)(=O)OCCN1CCN=CCCC1=O (4-behenoyloxyethyl-2,3,6,7-tetrahydro-1,4-diazocin-5-one). Reaction SMILES: [OH:1][CH2:2][CH2:3][NH:4][CH2:5][CH2:6][NH2:7].[CH:8]([CH2:10][CH2:11][C:12]([O:14]C)=O)=O.[C:16](O)(=[O:38])[CH2:17][CH2:18][CH2:19][CH2:20][CH2:21][CH2:22][CH2:23][CH2:24][CH2:25][CH2:26][CH2:27][CH2:28][CH2:29][CH2:30][CH2:31][CH2:32][CH2:33][CH2:34][CH2:35][CH2:36][CH3:37]>>[C:16]([O:1][CH2:2][CH2:3][N:4]1[C:12](=[O:14])[CH2:11][CH2:10][CH:8]=[N:7][CH2:6][CH2:5]1)(=[O:38])[CH2:17][CH2:18][CH2:19][CH2:20][CH2:21][CH2:22][CH2:23][CH2:24][CH2:25][CH2:26][CH2:27][CH2:28][CH2:29][CH2:30][CH2:31][CH2:32][CH2:33][CH2:34][CH2:35][CH2:36][CH3:37]. Reported procedure: Into an apparatus similar to that in Example 1, were charged 104.2 g (1 mole) of N-hydroxyethylethylenediamine and 116.1 g (1 mole) of methyl 3-formylpropionate. At 130° C., 18 g of water and 32 g of methanol were distilled off. After adding 340.5 g (1 mole) of behenic acid, esterification was carried out at 210° to 220° C. to obtain 4-behenoyloxyethyl-2,3,6,7-tetrahydro-1,4-diazocin-5-one. Reactants: O=c1oc2c(F)cccc2n1CCCBr, CCCCC1CCNCC1. Product: CCCCC1CCN(CCCn2c(=O)oc3c(F)cccc32)CC1. Reaction SMILES: [Br:1][CH2:2][CH2:3][CH2:4][n:5]1[c:6](=[O:15])[o:7][c:8]2[c:9]1[cH:10][cH:11][cH:12][c:13]2[F:14].[CH2:16]([CH2:17][CH2:18][CH3:19])[CH:20]1[CH2:21][CH2:22][NH:23][CH2:24][CH2:25]1>>[CH2:2]([CH2:3][CH2:4][n:5]1[c:6](=[O:15])[o:7][c:8]2[c:9]1[cH:10][cH:11][cH:12][c:13]2[F:14])[N:23]1[CH2:22][CH2:21][CH:20]([CH2:16][CH2:17][CH2:18][CH3:19])[CH2:25][CH2:24]1. Starting materials: CN, CC(C)(C)c1cc([N+](=O)[O-])c(Cl)c([N+](=O)[O-])c1. As a reaction SMILES: [CH3:1][NH2:2].[N+:3](=[O:4])([O-:5])[c:6]1[c:7]([Cl:19])[c:8]([N+:16](=[O:17])[O-:18])[cH:9][c:10]([C:12]([CH3:13])([CH3:14])[CH3:15])[cH:11]1>>[CH3:1][NH:2][c:7]1[c:6]([N+:3](=[O:4])[O-:5])[cH:11][c:10]([C:12]([CH3:13])([CH3:14])[CH3:15])[cH:9][c:8]1[N+:16](=[O:17])[O-:18]. Yields the product CNc1c([N+](=O)[O-])cc(C(C)(C)C)cc1[N+](=O)[O-]. The reactants are [N+](=O)([O-])C1=CC=C(C=C1)NC(=O)NC1=CC=C(C=C1)[N+](=O)[O-] (1,3-Di-(4-nitrophenyl)urea), C(CC(=O)OCC)(=O)OCC (diethyl malonate), [OH-].[Na+] (sodium hydroxide). Solvent: C(C)O (ethanol). The product is [N+](=O)([O-])C1=CC=C(C=C1)N1C(N(C(CC1=O)=O)C1=CC=C(C=C1)[N+](=O)[O-])=O (1,3-Di-(4-Nitrophenyl)-2,4,6-(1H,3H,5H)-Pyrimidinetrione). As a reaction SMILES: [N+:1]([C:4]1[CH:9]=[CH:8][C:7]([NH:10][C:11]([NH:13][C:14]2[CH:19]=[CH:18][C:17]([N+:20]([O-:22])=[O:21])=[CH:16][CH:15]=2)=[O:12])=[CH:6][CH:5]=1)([O-:3])=[O:2].[C:23](OCC)(=[O:30])[CH2:24][C:25](OCC)=[O:26].[OH-].[Na+]>C(O)C>[N+:1]([C:4]1[CH:9]=[CH:8][C:7]([N:10]2[C:25](=[O:26])[CH2:24][C:23](=[O:30])[N:13]([C:14]3[CH:19]=[CH:18][C:17]([N+:20]([O-:22])=[O:21])=[CH:16][CH:15]=3)[C:11]2=[O:12])=[CH:6][CH:5]=1)([O-:3])=[O:2] |f:2.3|. Procedure details: 1,3-Di-(4-nitrophenyl)urea (1.8 g, 0.006 mole), diethyl malonate (1 ml, 0.006 mole), and sodium hydroxide (0.24 g, 0.006 mole) were refluxed in ethanol (100 ml) for three hours. 1,3-Di-(4-nitrophenyl)-2,4,6-(1H,3H,5H)-pyrimidinetrione precipitated as a yellow powder, m.p. greater than 250° C.